This data is from the Open Reaction Database (ORD), a public repository of structured organic reaction records. The task is: describe an organic reaction: reactants, conditions, products, and yield Reaction SMILES: [CH2:1]([CH2:2][CH2:3][CH2:4][CH2:5][CH2:6][CH2:7][CH3:8])[OH:9].[CH3:16][CH:17]([CH3:18])[SiH:19]([Cl:20])[CH:21]([CH3:22])[CH3:23].[CH3:24][CH2:25][CH2:26][CH2:27][CH2:28][CH3:29].[cH:10]1[cH:11][cH:12][n:13][cH:14][cH:15]1>>[CH2:1]([CH2:2][CH2:3][CH2:4][CH2:5][CH2:6][CH2:7][CH3:8])[O:9][SiH:19]([CH:17]([CH3:16])[CH3:18])[CH:21]([CH3:22])[CH3:23]. The product is CCCCCCCCO[SiH](C(C)C)C(C)C. The reactants are CCCCCCCCO, CC(C)[SiH](Cl)C(C)C, CCCCCC, c1ccncc1. The reactants are C[C@@]1(O[C@@H]1CC1=CC=CC=C1)CO ((2R,3R)-2-Methyl-3-phenylmethyloxiranemethanol), [Si](CC)(CC)(CC)OS(=O)(=O)C(F)(F)F (TESOTf), N1=C(C=C(C=C1C)C)C (collidine), [Si](C)(C)(C(C)(C)C)O[C@@H]([C@H](C=O)C)CCC ((2R,3R)-3-[t-Butyldimethylsilyloxy)-2-methylhexanal). The product is C(C)[Si](O[C@@H]([C@@H](C=O)C)CC1=CC=CC=C1)(CC)CC ((2S,3R)-3-(Triethylsilyloxy)-2-methyl-4-phenylbutanal). Yield: 80.0%. As a reaction SMILES: [CH3:1][C@@:2]1([CH2:12][OH:13])[C@@H:4]([CH2:5][C:6]2[CH:11]=[CH:10][CH:9]=[CH:8][CH:7]=2)[O:3]1.[Si:14](OS(C(F)(F)F)(=O)=O)([CH2:19][CH3:20])([CH2:17][CH3:18])[CH2:15][CH3:16].N1C(C)=CC(C)=CC=1C.[Si](O[C@H](CCC)[C@@H](C)C=O)(C(C)(C)C)(C)C>>[CH2:15]([Si:14]([CH2:19][CH3:20])([CH2:17][CH3:18])[O:3][C@H:4]([CH2:5][C:6]1[CH:11]=[CH:10][CH:9]=[CH:8][CH:7]=1)[C@H:2]([CH3:1])[CH:12]=[O:13])[CH3:16]. Procedure: Epoxy alcohol 10, 1.2 eq of TESOTf, and 1.5 eq of collidine were reacted as in the preparation of 16 give 80% of aldehyde 11. 1H NMR (CDCl3, 500.35 MHz) δ:9.64 (1H, d J=0.77 Hz), 7.30-7.05 (5H,m) 4.37 (1H, J=3.06, 10.40 Hz), 2.76 (1H, d J=6.64 Hz), 2.75 (2H, d J=7.42 Hz), 2.27 (1H, qdd, J=7.00, 3.38, 0.77 Hz), 1.10 (3H, d, J=7.04 Hz), 0.95-0.75 (6H, m), 0.6-0.4 (9H, m). 1H NMR integration of δ 9.64 to the contaminant δ 9.71 indicated a 93.6:6.4 ratio.